This data is from the Open Reaction Database (ORD), a public repository of structured organic reaction records. The task is: describe an organic reaction: reactants, conditions, products, and yield Starting materials: ClCCl, Cn1cc(C(=O)O)c2ccccc21, O=C(Cl)C(=O)Cl, CN(C)C=O. Yields the product Cn1cc(C(=O)O)c2ccccc21, [Cl-]. As a reaction SMILES: [CH2:25]([Cl:26])[Cl:27].[CH3:7][n:8]1[cH:9][c:10]([C:17](=[O:18])[OH:19])[c:11]2[cH:12][cH:13][cH:14][cH:15][c:16]12.[Cl:1][C:2]([C:3]([Cl:4])=[O:5])=[O:6].[O:20]=[CH:21][N:22]([CH3:23])[CH3:24]>>[CH3:7][n:8]1[cH:9][c:10]([C:17](=[O:18])[OH:19])[c:11]2[cH:12][cH:13][cH:14][cH:15][c:16]12.[Cl-:1]. Starting materials: COC=1C=C(C[C@H](N)C)C=CC1OC ((R)-3,4-dimethoxyamphetamine), [N+](=O)([O-])CC (nitroethane), COC=1C=C(C=O)C=CC1OC (3,4-dimethoxy-benzaldehyde), raw material. The product is COC=1C=C(C=CC1OC)C=C(C)[N+](=O)[O-] (3,4-dimethoxy-phenyl-2-nitropropene). Reaction SMILES: COC1C=C(C=CC=1OC)C[C@@H](C)N.[CH3:15][O:16][C:17]1[CH:18]=[C:19]([CH:22]=[CH:23][C:24]=1[O:25][CH3:26])[CH:20]=O.[N+:27]([CH2:30][CH3:31])([O-:29])=[O:28]>>[CH3:15][O:16][C:17]1[CH:18]=[C:19]([CH:20]=[C:30]([N+:27]([O-:29])=[O:28])[CH3:31])[CH:22]=[CH:23][C:24]=1[O:25][CH3:26]. Procedure details: According to the present invention, (R)-3,4-dimethoxyamphetamine (3) is prepared according to the synthesis depicted in following Scheme I whereby the starting material 3,4-dimethoxy-benzaldehyde (veratric aidehyde) (10), which is a cheap raw material available from the market, is condensed with nitroethane (Henry's reaction), to form 3,4-dimethoxy-phenyl-2-nitropropene (11), which is then suitably reduced to an intermediate, i.e., 3,4-dimethoxy-phenyl-acetone (12) by means of a catalytic hydrog... Reactants: CCOC(=O)C1(C)CC(C)C(=O)C1C#N, [Na+], [Na+], [Na+], [OH-], O, O, O, O, O, O, O, O, O, OB1O[B-]2(O)OB(O)O[B-](O)(O1)O2, O=S(=O)(O)O. The product is CCOC(=O)C1(C)CC(C)C(=O)C1(O)C#N. RXN SMILES: [C:26](=[O:27])([O:28][CH2:29][CH3:30])[C:31]1([CH3:40])[CH:32]([C:38]#[N:39])[C:33](=[O:37])[CH:34]([CH3:36])[CH2:35]1.[Na+:1].[Na+:25].[Na+:2].[OH-:24].[OH2:10].[OH2:3].[OH2:46].[OH2:4].[OH2:5].[OH2:6].[OH2:7].[OH2:8].[OH2:9].[OH:11][B:12]1[O:13][B-:14]2([OH:23])[O:15][B-:16]([OH:21])([O:17][B:18]([OH:20])[O:19]2)[O:22]1.[S:41]([OH:42])(=[O:43])(=[O:44])[OH:45]>>[C:26](=[O:27])([O:28][CH2:29][CH3:30])[C:31]1([CH3:40])[C:32]([C:38]#[N:39])([OH:42])[C:33](=[O:37])[CH:34]([CH3:36])[CH2:35]1. Reactants: Cc1cc(C)c(S(=O)(=O)ON)c(C)c1, CCOCC, O=CCCCCOc1c(Cl)cc(OCC=C(Cl)Cl)cc1Cl, Cl, FC(F)(F)C(OC(C(F)(F)F)C(F)(F)F)C(F)(F)F, NOC(C(F)(F)F)C(F)(F)F, [Na]. Yields the product FC(F)(F)C(ON=CCCCCOc1c(Cl)cc(OCC=C(Cl)Cl)cc1Cl)C(F)(F)F. As a reaction SMILES: [CH3:1][c:2]1[cH:3][c:4]([CH3:5])[cH:6][c:7]([CH3:8])[c:9]1[S:10]([O:11][NH2:12])(=[O:13])=[O:14].[CH3:68][CH2:69][O:70][CH2:71][CH3:72].[Cl:47][c:48]1[c:49]([O:50][CH2:51][CH2:52][CH2:53][CH2:54][CH:55]=[O:56])[c:57]([Cl:67])[cH:58][c:59]([O:61][CH2:62][CH:63]=[C:64]([Cl:65])[Cl:66])[cH:60]1.[ClH:46].[F:15][C:16]([F:17])([F:18])[CH:19]([O:20][CH:21]([C:22]([F:23])([F:24])[F:25])[C:26]([F:27])([F:28])[F:29])[C:30]([F:31])([F:32])[F:33].[F:35][C:36]([CH:37]([C:38]([F:39])([F:40])[F:41])[O:42][NH2:43])([F:44])[F:45].[Na:34]>>[F:35][C:36]([CH:37]([C:38]([F:39])([F:40])[F:41])[O:42][N:43]=[CH:55][CH2:54][CH2:53][CH2:52][CH2:51][O:50][c:49]1[c:48]([Cl:47])[cH:60][c:59]([O:61][CH2:62][CH:63]=[C:64]([Cl:65])[Cl:66])[cH:58][c:57]1[Cl:67])([F:44])[F:45]. Starting materials: O.O.O.O.O.S(=S)(=O)([O-])[O-].[Na+].[Na+] (sodium thiosulfate pentahydrate), C(C1=CC=CC=C1)OC[C@H]1C[C@@H]2[C@@](NOC2)(CO1)C1=C(C=C(C(=C1)Br)F)F ((3aR,5R,7aS)-5-[(benzyloxy)methyl]-7a-(5-bromo-2,4-difluorophenyl)hexahydro-1H-pyrano[3,4-c][1,2]oxazole), [I-].[Sm+3].[I-].[I-] (samarium iodide). Solvent: ClCCl (dichloromethane), O1CCCC1 (tetrahydrofuran), O1CCCC1 (tetrahydrofuran). Run at time 90 minute. Product: N[C@@]1([C@@H](C[C@@H](OC1)COCC1=CC=CC=C1)CO)C1=C(C=C(C(=C1)Br)F)F ([(2R,4R,5S)-5-amino-2-((benzyloxy)methyl)-5-(5-bromo-2,4-difluorophenyl)tetrahydro-2H-pyran-4-yl]methanol). As a reaction SMILES: [CH2:1]([O:8][CH2:9][C@@H:10]1[O:18][CH2:17][C@:13]2([C:19]3[CH:24]=[C:23]([Br:25])[C:22]([F:26])=[CH:21][C:20]=3[F:27])[NH:14][O:15][CH2:16][C@@H:12]2[CH2:11]1)[C:2]1[CH:7]=[CH:6][CH:5]=[CH:4][CH:3]=1.[I-].[Sm+3].[I-].[I-].O.O.O.O.O.S([O-])([O-])(=O)=S.[Na+].[Na+]>O1CCCC1.ClCCl>[NH2:14][C@@:13]1([C:19]2[CH:24]=[C:23]([Br:25])[C:22]([F:26])=[CH:21][C:20]=2[F:27])[CH2:17][O:18][C@@H:10]([CH2:9][O:8][CH2:1][C:2]2[CH:7]=[CH:6][CH:5]=[CH:4][CH:3]=2)[CH2:11][C@H:12]1[CH2:16][OH:15] |f:1.2.3.4,5.6.7.8.9.10.11.12|. Reported procedure: To C6 (1.0 g, 2.27 mmol) in tetrahydrofuran (1 mL) cooled to 0° C. was added a tetrahydrofuran solution of samarium iodide (0.1 M, 90.8 mL, 9.08 mmol) in a drop-wise manner. The resulting solution was allowed to stir at room temperature for 90 minutes. A saturated aqueous solution of sodium thiosulfate pentahydrate (1 L) was added to the reaction, followed by extraction with ethyl acetate (3×250 mL). The combined organics were washed with brine (1×500 mL), dried over sodium sulfate, filtered and... Reactants: C(C)(C)N(C(C)C)CC (N,N-diisopropylethylamine), C(C)(C)(C)OC([C@H](CN1C2=NC=NC(=C2N=C1)Cl)NC(=O)OCC1=CC=CC=C1)=O ((S)-2-benzyloxycarbonylamino-3-(6-chloro-purin-9-yl)-propionic acid tert-butyl ester), N1CCC(CC1)C1=CC=C2CCCNC2=N1 (7-(Piperidin-4-yl)-1,2,3,4-tetrahydro-[1,8]naphthyridine). Solvent: CN(C=O)C (dimethylformamide). Run at time 8 hour. Yields the product C(C)(C)(C)OC([C@H](CN1C2=NC=NC(=C2N=C1)N1CCC(CC1)C1=NC=2NCCCC2C=C1)NC(=O)OCC1=CC=CC=C1)=O ((2S)-2-Benzyloxycarbonylamino-3-(6-(4-(5,6,7,8-tetrahydro-[1,8]naphthyridin-2-yl)-piperidin-1-yl)-purin-9-yl)-propionic acid tert-butyl ester). As a reaction SMILES: [NH:1]1[CH2:6][CH2:5][CH:4]([C:7]2[N:16]=[C:15]3[C:10]([CH2:11][CH2:12][CH2:13][NH:14]3)=[CH:9][CH:8]=2)[CH2:3][CH2:2]1.C(N(CC)C(C)C)(C)C.[C:26]([O:30][C:31](=[O:55])[C@@H:32]([NH:44][C:45]([O:47][CH2:48][C:49]1[CH:54]=[CH:53][CH:52]=[CH:51][CH:50]=1)=[O:46])[CH2:33][N:34]1[CH:42]=[N:41][C:40]2[C:35]1=[N:36][CH:37]=[N:38][C:39]=2Cl)([CH3:29])([CH3:28])[CH3:27]>CN(C)C=O>[C:26]([O:30][C:31](=[O:55])[C@@H:32]([NH:44][C:45]([O:47][CH2:48][C:49]1[CH:50]=[CH:51][CH:52]=[CH:53][CH:54]=1)=[O:46])[CH2:33][N:34]1[CH:42]=[N:41][C:40]2[C:35]1=[N:36][CH:37]=[N:38][C:39]=2[N:1]1[CH2:6][CH2:5][CH:4]([C:7]2[CH:8]=[CH:9][C:10]3[CH2:11][CH2:12][CH2:13][NH:14][C:15]=3[N:16]=2)[CH2:3][CH2:2]1)([CH3:29])([CH3:27])[CH3:28]. Procedure: 0.44 g of the compound of step c) were dissolved in 5 ml of anhydrous dimethylformamide. 0.7 ml of N,N-diisopropylethylamine were added together with 0.58 g of (S)-2-benzyloxycarbonylamino-3-(6-chloro-purin-9-yl)-propionic acid tert-butyl ester, and the mixture was stirred at ambient temperature overnight. Thin layer chromatographic control exhibited only incomplete reaction. Stirring was therefore continued for 6 hours at 40° C. until the reaction was complete. The solvent was removed in vacuo ... The reactants are C(C)OC(C1=CC(=CC(=C1)C)C1=C(CCC1)Br)=O (3-(2-bromocyclopent-1-enyl)-5-methylbenzoic acid ethyl ester), FC(C=1C=CC(=C(C1)B(O)O)OCC1=C(C=C(C=C1)F)F)(F)F ([5-trifluoromethyl-2-(2,4-di-fluorobenzyloxy)phenyl]boronic acid). Product: C(C)OC(C1=CC(=CC(=C1)C)C1=C(CCC1)C1=C(C=CC(=C1)C(F)(F)F)OCC1=C(C=C(C=C1)F)F)=O (3-{2-[5-Trifluoromethyl-2-(2,4-difluorobenzyloxy)phenyl]cyclopent-1-enyl}-5-methylbenzoic acid ethyl ester). As a reaction SMILES: [CH2:1]([O:3][C:4](=[O:18])[C:5]1[CH:10]=[C:9]([CH3:11])[CH:8]=[C:7]([C:12]2[CH2:16][CH2:15][CH2:14][C:13]=2Br)[CH:6]=1)[CH3:2].[F:19][C:20]([F:41])([F:40])[C:21]1[CH:22]=[CH:23][C:24]([O:30][CH2:31][C:32]2[CH:37]=[CH:36][C:35]([F:38])=[CH:34][C:33]=2[F:39])=[C:25](B(O)O)[CH:26]=1>>[CH2:1]([O:3][C:4](=[O:18])[C:5]1[CH:10]=[C:9]([CH3:11])[CH:8]=[C:7]([C:12]2[CH2:16][CH2:15][CH2:14][C:13]=2[C:23]2[CH:22]=[C:21]([C:20]([F:40])([F:41])[F:19])[CH:26]=[CH:25][C:24]=2[O:30][CH2:31][C:32]2[CH:37]=[CH:36][C:35]([F:38])=[CH:34][C:33]=2[F:39])[CH:6]=1)[CH3:2]. Procedure details: Prepared by general procedure B(iii) but using 3-(2-bromocyclopent-1-enyl)-5-methylbenzoic acid ethyl ester instead of 3-(2-bromo-cyclopent-1-enyl)-6-methyl benzoic acid ethyl ester and using [5-trifluoromethyl-2-(2,4-di-fluorobenzyloxy)phenyl]boronic acid instead of (5-chloro-2-benzyloxyphenyl)boronic acid. Reactants: C(=O)C1=CC=C(C=C1)C1=CC(=CC=C1)NC(OC(C)(C)C)=O (tert-butyl (4′-formyl-biphenyl-3-yl)carbamate), S1C(NC(C1)=O)=O (2,4-thiazolidine dione). The product is O=C1SC(C(N1)=O)=CC1=CC=C(C=C1)C1=CC(=CC=C1)NC(OC(C)(C)C)=O (tert-Butyl [4′-(2,4-dioxothiazolidin-5-ylidenemethyl)biphenyl-3-yl]carbamate). The yield is 100.1%. Reaction SMILES: [CH:1]([C:3]1[CH:8]=[CH:7][C:6]([C:9]2[CH:14]=[CH:13][CH:12]=[C:11]([NH:15][C:16](=[O:22])[O:17][C:18]([CH3:21])([CH3:20])[CH3:19])[CH:10]=2)=[CH:5][CH:4]=1)=O.[S:23]1[CH2:27][C:26](=[O:28])[NH:25][C:24]1=[O:29]>>[O:29]=[C:24]1[NH:25][C:26](=[O:28])[C:27](=[CH:1][C:3]2[CH:8]=[CH:7][C:6]([C:9]3[CH:14]=[CH:13][CH:12]=[C:11]([NH:15][C:16](=[O:22])[O:17][C:18]([CH3:21])([CH3:20])[CH3:19])[CH:10]=3)=[CH:5][CH:4]=2)[S:23]1. Procedure: In a manner similar to that of Example 1(f), by reacting 9.5 g (32 mmol) of tert-butyl (4′-formyl-biphenyl-3-yl)carbamate with 3.8 g (32 mmol) of 2,4-thiazolidine dione, 12.7 g (91%) of the expected product are obtained. Solvent: CN(C)C=O (DMF), CN(C)C=O (DMF), CN(C)C=O (DMF), CN(C)C=O (DMF), CN(C)C=O (DMF), CN(C)C=O (DMF). Product: O=C(NCc1ccc(Cl)cc1)C1c2ccccc2Oc2ccccc21. Run at temperature 25 celsius, time 2 hour. Reactants: O=C(O)C1c2ccccc2Oc2ccccc21, NCc1ccc(Cl)cc1. Isolated yield 2.4%. The reagents and catalysts are C1CCC(CC1)N=C=NC2CCCCC2 (DCC), CCN(C(C)C)C(C)C (DIPEA), Oc1cc(Cl)c(Cl)cc1Cl (2,4,5-Trichlorophenol). RXN SMILES: NCc1ccc(Cl)cc1.O=C(O)C1c2ccccc2Oc2ccccc21.C1CCC(CC1)N=C=NC2CCCCC2.C1=C(C(=CC(=C1Cl)Cl)Cl)[O-].[Na+].CCN(C(C)C)C(C)C.CN(C)C=O>>O=C(NCc1ccc(Cl)cc1)C1c2ccccc2Oc2ccccc21.